From a dataset of the Open Reaction Database (ORD), a public repository of structured organic reaction records. describe an organic reaction: reactants, conditions, products, and yield Starting materials: C(#N)C=1C=CC2=C(C=3SC(=CC3CCO2)C(=O)O)C1 (9-cyano-4,5-dihydro-6-oxa-1-thia-benzo[e]azulene-2-carboxylic acid), C(C(=O)Cl)(=O)Cl (oxalyl chloride), ClC1=C(NC)C=CC=C1 (2-chloro-N-methylaniline), C([O-])([O-])=O.[K+].[K+] (potassium carbonate). The reagents and catalysts are CN(C)C=O (DMF). Run in ClCCl (dichloromethane), C(C)#N (acetonitrile). Reaction conditions: time 30 minute. The product is ClC1=C(C=CC=C1)N(C(=O)C1=CC2=C(C3=C(OCC2)C=CC(=C3)C#N)S1)C (N-(2-chlorophenyl)-9-cyano-N-methyl-4,5-dihydrobenzo[b]thieno[2,3-d]oxepine-2-carboxamide). As a reaction SMILES: [C:1]([C:3]1[CH:4]=[CH:5][C:6]2[O:15][CH2:14][CH2:13][C:12]3[CH:11]=[C:10]([C:16]([OH:18])=O)[S:9][C:8]=3[C:7]=2[CH:19]=1)#[N:2].C(Cl)(=O)C(Cl)=O.[Cl:26][C:27]1[CH:34]=[CH:33][CH:32]=[CH:31][C:28]=1[NH:29][CH3:30].C(=O)([O-])[O-].[K+].[K+]>ClCCl.CN(C=O)C.C(#N)C>[Cl:26][C:27]1[CH:34]=[CH:33][CH:32]=[CH:31][C:28]=1[N:29]([CH3:30])[C:16]([C:10]1[S:9][C:8]2[C:7]3[CH:19]=[C:3]([C:1]#[N:2])[CH:4]=[CH:5][C:6]=3[O:15][CH2:14][CH2:13][C:12]=2[CH:11]=1)=[O:18] |f:3.4.5|. Reported procedure: To a solution of 9-cyano-4,5-dihydro-6-oxa-1-thia-benzo[e]azulene-2-carboxylic acid (300 mg) in dichloromethane (10 mL) was added DMF (1 drop) and oxalyl chloride (0.165 mL) and the reaction stirred at room temperature for 30 min. The solvent was then reduced in vacuo and the residue redissolved in acetonitrile (10 mL). To this solution was added 2-chloro-N-methylaniline (0.165 mL) and potassium carbonate (308 mg) and the reaction stirred at room temperature for 16 h. The mixture was partitioned... The reactants are C(C)(C)(C)OC(=O)N[C@@H](C(CC(=O)OC)=O)C ((R)-methyl 4-((tert-butoxycarbonyl)amino)-3-oxopentanoate), BrCC(=O)C1=C2N=C(C(=NC2=CC=C1)C)NC(C)(C)C (2-bromo-1-(3-(tert-butylamino)-2-methylquinoxalin-5-yl)ethanone), C(=O)([O-])[O-].[K+].[K+] (K2CO3). Run in C1CCOC1 (THF), CN(C)C=O (DMF), CCOC(=O)C (EtOAc). Run at time 6 hour. Product: C(C)(C)(C)OC(=O)NC(C(C(C(=O)OC)CC(=O)C1=C2N=C(C(=NC2=CC=C1)C)NC(C)(C)C)=O)C (methyl 4-((tert-butoxycarbonyl)amino)-2-(2-(3-(tert-butylamino)-2-methylquinoxalin-5-yl)-2-oxoethyl)-3-oxopentanoate). RXN SMILES: [C:1]([O:5][C:6]([NH:8][C@H:9]([CH3:17])[C:10](=[O:16])[CH2:11][C:12]([O:14][CH3:15])=[O:13])=[O:7])([CH3:4])([CH3:3])[CH3:2].Br[CH2:19][C:20]([C:22]1[CH:31]=[CH:30][CH:29]=[C:28]2[C:23]=1[N:24]=[C:25]([NH:33][C:34]([CH3:37])([CH3:36])[CH3:35])[C:26]([CH3:32])=[N:27]2)=[O:21].C([O-])([O-])=O.[K+].[K+]>C1COCC1.CN(C=O)C.CCOC(C)=O>[C:1]([O:5][C:6]([NH:8][CH:9]([CH3:17])[C:10](=[O:16])[CH:11]([CH2:19][C:20]([C:22]1[CH:31]=[CH:30][CH:29]=[C:28]2[C:23]=1[N:24]=[C:25]([NH:33][C:34]([CH3:37])([CH3:36])[CH3:35])[C:26]([CH3:32])=[N:27]2)=[O:21])[C:12]([O:14][CH3:15])=[O:13])=[O:7])([CH3:3])([CH3:4])[CH3:2] |f:2.3.4|. Procedure: At RT, a solution of (R)-methyl 4-((tert-butoxycarbonyl)amino)-3-oxopentanoate (603) (5.38 g, 21.95 mmol) in 20 mL of THF and 20 mL of DMF was treated with 2-bromo-1-(3-(tert-butylamino)-2-methylquinoxalin-5-yl)ethanone (606) (5.44 g, 16.18 mmol) and K2CO3 (5.59 g, 40.4 mmol) and stirred at RT for 6 h. It was diluted with 250 mL of EtOAc, filtered through a flitted funnel, rinsed with 2×15 mL of EtOAc. The filtrate was washed with sat NH4Cl (2×25 mL) followed by brine (15 mL). The organic soluti... The reactants are C(C)(C)OCCOCC1=CC=C(OCC2CO2)C=C1 (1-[4-(2-isopropoxyethoxymethyl)phenoxy]-2,3-epoxypropane), NCCOC1=CC=C(C=C1)C=1C=CC(NN1)=O (6-[4-(2-aminoethoxy)-phenyl]-3(2H)-pyridazinone). Product: C(C)(C)OCCOCC1=CC=C(OCC(CNCCOC2=CC=C(C=C2)C=2C=CC(NN2)=O)O)C=C1 (6-[4-[2-[3-(4-(2-Isopropoxyethoxymethyl)phenoxy)-2-hydroxypropylamino]ethoxy]phenyl]-3(2H)-pyridazinone). RXN SMILES: [CH:1]([O:4][CH2:5][CH2:6][O:7][CH2:8][C:9]1[CH:19]=[CH:18][C:12]([O:13][CH2:14][CH:15]2[O:17][CH2:16]2)=[CH:11][CH:10]=1)([CH3:3])[CH3:2].[NH2:20][CH2:21][CH2:22][O:23][C:24]1[CH:29]=[CH:28][C:27]([C:30]2[CH:31]=[CH:32][C:33](=[O:36])[NH:34][N:35]=2)=[CH:26][CH:25]=1>>[CH:1]([O:4][CH2:5][CH2:6][O:7][CH2:8][C:9]1[CH:19]=[CH:18][C:12]([O:13][CH2:14][CH:15]([OH:17])[CH2:16][NH:20][CH2:21][CH2:22][O:23][C:24]2[CH:25]=[CH:26][C:27]([C:30]3[CH:31]=[CH:32][C:33](=[O:36])[NH:34][N:35]=3)=[CH:28][CH:29]=2)=[CH:11][CH:10]=1)([CH3:3])[CH3:2]. Procedure: Prepared analogously to Example 1 from 1-[4-(2-isopropoxyethoxymethyl)phenoxy]-2,3-epoxypropane and 6-[4-(2-aminoethoxy)-phenyl]-3(2H)-pyridazinone. Starting materials: O1C(=CC=C1)C(=O)N1CCN(CC1)CCO (1-(2-furanylcarbonyl)-4-(2-hydroxyethyl)piperazine), S(=O)(Cl)Cl (thionyl chloride). Reaction conditions: time 7.5 hour. Yields the product O1C(=CC=C1)C(=O)N1CCN(CC1)CCCl (1-(2-Furanylcarbonyl)-4-(2-chloroethyl)piperazine). As a reaction SMILES: [O:1]1[CH:5]=[CH:4][CH:3]=[C:2]1[C:6]([N:8]1[CH2:13][CH2:12][N:11]([CH2:14][CH2:15]O)[CH2:10][CH2:9]1)=[O:7].S(Cl)([Cl:19])=O>>[O:1]1[CH:5]=[CH:4][CH:3]=[C:2]1[C:6]([N:8]1[CH2:13][CH2:12][N:11]([CH2:14][CH2:15][Cl:19])[CH2:10][CH2:9]1)=[O:7]. Procedure: Dissolved in 20 ml of thionyl chloride was 1.76 g of 1-(2-furanylcarbonyl)-4-(2-hydroxyethyl)piperazine. The resulting mixture was stirred at room temperature for 7.5 hours. The thionyl chloride was distilled off under reduced pressure and the residue was poured into cold water. After alkalinization of the resulting aqueous solution with sodium carbonate, the solution was extracted with benzene and the benzene layer was washed with water. The benzene layer was dried over anhydrous magnesium sulf... Starting materials: BrC=1C(=NC=CC1)OC1=CC=C(C=C1)C(=O)C=1NC=2C(=NC=CC2)N1 ((4-(3-bromopyridin-2-yloxy)phenyl)(1H-imidazo[4,5-b]pyridin-2-yl)methanone), N1=CC(=CC=C1)B(O)O (pyridin-3-ylboronic acid), C([O-])([O-])=O.[Na+].[Na+] (sodium carbonate). Reagents/catalysts: C1=CC=C(C=C1)P([C-]2C=CC=C2)C3=CC=CC=C3.C1=CC=C(C=C1)P([C-]2C=CC=C2)C3=CC=CC=C3.Cl[Pd]Cl.[Fe+2] (PdCl2(dppf)). The solvent is CS(=O)C (DMSO), O (Water). Reaction conditions: time 8 hour. Product: N1=C(C(=CC=C1)C=1C=NC=CC1)OC1=CC=C(C=C1)C(=O)C=1NC=2C(=NC=CC2)N1 ((4-(3,3′-bipyridin-2-yloxy)phenyl)(1H-imidazo[4,5-b]pyridin-2-yl)methanone). As a reaction SMILES: Br[C:2]1[C:3]([O:8][C:9]2[CH:14]=[CH:13][C:12]([C:15]([C:17]3[NH:18][C:19]4[C:20]([N:25]=3)=[N:21][CH:22]=[CH:23][CH:24]=4)=[O:16])=[CH:11][CH:10]=2)=[N:4][CH:5]=[CH:6][CH:7]=1.[N:26]1[CH:31]=[CH:30][CH:29]=[C:28](B(O)O)[CH:27]=1.C(=O)([O-])[O-].[Na+].[Na+]>CS(C)=O.O.C1C=CC(P(C2C=CC=CC=2)[C-]2C=CC=C2)=CC=1.C1C=CC(P(C2C=CC=CC=2)[C-]2C=CC=C2)=CC=1.Cl[Pd]Cl.[Fe+2]>[N:4]1[CH:5]=[CH:6][CH:7]=[C:2]([C:28]2[CH:27]=[N:26][CH:31]=[CH:30][CH:29]=2)[C:3]=1[O:8][C:9]1[CH:14]=[CH:13][C:12]([C:15]([C:17]2[NH:18][C:19]3[C:20]([N:25]=2)=[N:21][CH:22]=[CH:23][CH:24]=3)=[O:16])=[CH:11][CH:10]=1 |f:2.3.4,7.8.9.10|. Procedure details: To a round bottomed flask was added (4-(3-bromopyridin-2-yloxy)phenyl)(1H-imidazo[4,5-b]pyridin-2-yl)methanone (0.250 g, 0.633 mmol), pyridin-3-ylboronic acid (0.233 g, 1.898 mmol), PdCl2(dppf) (0.035 g, 0.063 mmol), and sodium carbonate (0.335 g, 3.16 mmol) in DMSO (1.581 mL) and Water (0.527 mL) at 80° C. to stir overnight. The reaction was worked up via seperatory funnel. The crude product was purified by reverse-phase preparative HPLC using a Phenomenex Synergi column, 4 micron, MAX-RP, 80 Å... Reactants: O=C(NC1CCC1N1CCCC1)OCc1ccccc1, CO, Cl, C1COCCO1. Product: Cl, NC1CCC1N1CCCC1. RXN SMILES: [CH2:1]([O:2][C:3](=[O:4])[NH:10][CH:11]1[CH:12]([N:15]2[CH2:16][CH2:17][CH2:18][CH2:19]2)[CH2:13][CH2:14]1)[c:5]1[cH:6][cH:7][cH:8][cH:9][cH:20]1.[CH3:28][OH:29].[ClH:21].[O:22]1[CH2:23][CH2:24][O:25][CH2:26][CH2:27]1>>[ClH:21].[NH2:10][CH:11]1[CH:12]([N:15]2[CH2:16][CH2:17][CH2:18][CH2:19]2)[CH2:13][CH2:14]1.